Dataset: the Open Reaction Database (ORD), a public repository of structured organic reaction records. Task: describe an organic reaction: reactants, conditions, products, and yield The reactants are ClC=1C=C2C=C(NC2=CC1)C(=O)OCC (ethyl 5-chloro-1H-indole-2-carboxylate), BrCCCBr (1,3-dibromo-propane), C([O-])([O-])=O.[K+].[K+] (potassium carbonate). The solvent is CC(=O)C (acetone). The product is BrCCCN1C(=CC2=CC(=CC=C12)Cl)C(=O)OCC (ethyl 1-(3-bromopropyl)-5-chloro-1H-indole-2-carboxylate). The yield is 62.1%. Reaction SMILES: [Cl:1][C:2]1[CH:3]=[C:4]2[C:8](=[CH:9][CH:10]=1)[NH:7][C:6]([C:11]([O:13][CH2:14][CH3:15])=[O:12])=[CH:5]2.[Br:16][CH2:17][CH2:18][CH2:19]Br.C(=O)([O-])[O-].[K+].[K+]>CC(C)=O>[Br:16][CH2:17][CH2:18][CH2:19][N:7]1[C:8]2[C:4](=[CH:3][C:2]([Cl:1])=[CH:10][CH:9]=2)[CH:5]=[C:6]1[C:11]([O:13][CH2:14][CH3:15])=[O:12] |f:2.3.4|. Reported procedure: A suspension of ethyl 5-chloro-1H-indole-2-carboxylate (40 g, 0.18 mol), 1,3-dibromo-propane (181 g, 0.90 mol) and potassium carbonate (49.68 g, 0.36 mol) in 500 mL of acetone was heated under reflux for 16 hours. The mixture was concentrated in vacuo to remove the solvent and the residue was diluted with 1000 mL of water, then extracted with ethyl acetate (300 mL×2). The combined organic layers were dried over Na2SO4 and then concentrated in vacuo. The residue was purified by flash silica gel c... Reactants: O=C1CCC(=O)N1Br, O=C(OOC(=O)c1ccccc1)c1ccccc1, CC1=C(c2ccc(S(C)(=O)=O)cc2)S(=O)(=O)NC12CCCCC2, ClC(Cl)(Cl)Cl. Product: CS(=O)(=O)c1ccc(C2=C(CBr)C3(CCCCC3)NS2(=O)=O)cc1. As a reaction SMILES: [Br:24][N:25]1[C:26](=[O:27])[CH2:28][CH2:29][C:30]1=[O:31].[C:32]([O:33][O:34][C:35](=[O:36])[c:37]1[cH:38][cH:39][cH:40][cH:41][cH:42]1)(=[O:43])[c:44]1[cH:45][cH:46][cH:47][cH:48][cH:49]1.[CH3:1][S:2](=[O:3])(=[O:4])[c:5]1[cH:6][cH:7][c:8]([C:11]2=[C:15]([CH3:16])[C:14]3([NH:13][S:12]2(=[O:22])=[O:23])[CH2:17][CH2:18][CH2:19][CH2:20][CH2:21]3)[cH:9][cH:10]1.[Cl:50][C:51]([Cl:52])([Cl:53])[Cl:54]>>[CH3:1][S:2](=[O:3])(=[O:4])[c:5]1[cH:6][cH:7][c:8]([C:11]2=[C:15]([CH2:16][Br:24])[C:14]3([NH:13][S:12]2(=[O:22])=[O:23])[CH2:17][CH2:18][CH2:19][CH2:20][CH2:21]3)[cH:9][cH:10]1.